From a dataset of the Open Reaction Database (ORD), a public repository of structured organic reaction records. describe an organic reaction: reactants, conditions, products, and yield The reactants are ClC1=C(C(=NC=N1)OCCO)C1=CC=C(C=C1)C (2-{6-chloro-5-(4-methylphenyl)pyrimidin-4-yloxy}-ethanol), [N-]=[N+]=[N-].[Na+] (sodium azide), CN(C=O)C (dimethyformamide). The solvent is O (water). Conditions: time 8 hour. Yields the product N(=[N+]=[N-])C1=C(C(=NC=N1)OCCO)C1=CC=C(C=C1)C (2-{6-azido-5-(4-methylphenyl)pyrimidin-4-yloxy}ethanol). Isolated yield 87.5%. RXN SMILES: Cl[C:2]1[N:7]=[CH:6][N:5]=[C:4]([O:8][CH2:9][CH2:10][OH:11])[C:3]=1[C:12]1[CH:17]=[CH:16][C:15]([CH3:18])=[CH:14][CH:13]=1.[N-:19]=[N+:20]=[N-:21].[Na+].CN(C)C=O>O>[N:19]([C:2]1[N:7]=[CH:6][N:5]=[C:4]([O:8][CH2:9][CH2:10][OH:11])[C:3]=1[C:12]1[CH:17]=[CH:16][C:15]([CH3:18])=[CH:14][CH:13]=1)=[N+:20]=[N-:21] |f:1.2|. Procedure: A mixture of 2-{6-chloro-5-(4-methylphenyl)pyrimidin-4-yloxy}-ethanol (21.85 g), sodium azide (10.7 g) and dimethyformamide (260 ml) is heated with stirring at 75°-80° C. overnight. After cooling, the mixture is treated with water, and extracted with ethyl acetate. The ethyl acetate layer is washed, dried, and evaporated to remove the solvent. The residue is crystallized from hexane to give 2-{6-azido-5-(4-methylphenyl)pyrimidin-4-yloxy}ethanol (19.6 g).